Dataset: the Open Reaction Database (ORD), a public repository of structured organic reaction records. Task: describe an organic reaction: reactants, conditions, products, and yield Starting materials: COC(=O)NC=1N=C2N(C=C(C=C2)SC2=CC=C(C=C2)OC(C)=O)C1 (2-(methoxycarbonylamino) 6-(p-acetoxyphenylthio) imidazo [1,2-a] pyridine), [OH-].[K+] (potassium hydroxide). Solvent: CO.O (methanol water). The product is COC(=O)NC=1N=C2N(C=C(C=C2)SC2=CC=C(C=C2)O)C1 (2-(methoxycarbonylamino) 6-(p-hydroxyphenylthio) imidazo [1,2-a] pyridine). Reaction SMILES: [CH3:1][O:2][C:3]([NH:5][C:6]1[N:7]=[C:8]2[CH:13]=[CH:12][C:11]([S:14][C:15]3[CH:20]=[CH:19][C:18]([O:21]C(=O)C)=[CH:17][CH:16]=3)=[CH:10][N:9]2[CH:25]=1)=[O:4].[OH-].[K+]>CO.O>[CH3:1][O:2][C:3]([NH:5][C:6]1[N:7]=[C:8]2[CH:13]=[CH:12][C:11]([S:14][C:15]3[CH:20]=[CH:19][C:18]([OH:21])=[CH:17][CH:16]=3)=[CH:10][N:9]2[CH:25]=1)=[O:4] |f:1.2,3.4|. Procedure details: 1.0 Gm. of the acetate derivative obtained in Example 15 is heated with a 10 ml. 50% methanol-water solution of .5 g. of potassium hydroxide for one hour. After evaporation of the methanol in vacuo the reaction mixture is acidified with glacial acetic acid. The resultant solids are removed by filtration, washed with water and dried to yield 2-(methoxycarbonylamino) 6-(p-hydroxyphenylthio) imidazo [1,2-a] pyridine. The reactants are ClCCCl, CCN(C(C)C)C(C)C, O=C(COc1ccc(Cl)cc1Cl)Nc1cc(C(=O)O)ccn1, NCCN1CCCCC1, CN(C)C=O, On1nnc2ccccc21. Yields the product O=C(COc1ccc(Cl)cc1Cl)Nc1cc(C(=O)NCCN2CCCCC2)ccn1. RXN SMILES: [CH2:32]([Cl:33])[CH2:34][Cl:35].[CH:46]([N:47]([CH2:48][CH3:49])[CH:50]([CH3:51])[CH3:52])([CH3:53])[CH3:54].[Cl:1][c:2]1[c:3]([O:4][CH2:5][C:6](=[O:7])[NH:8][c:9]2[cH:10][c:11]([C:12](=[O:13])[OH:14])[cH:15][cH:16][n:17]2)[cH:18][cH:19][c:20]([Cl:22])[cH:21]1.[N:23]1([CH2:29][CH2:30][NH2:31])[CH2:24][CH2:25][CH2:26][CH2:27][CH2:28]1.[O:55]=[CH:56][N:57]([CH3:58])[CH3:59].[OH:36][n:37]1[c:38]2[c:39]([cH:40][cH:41][cH:42][cH:43]2)[n:44][n:45]1>>[Cl:1][c:2]1[c:3]([O:4][CH2:5][C:6](=[O:7])[NH:8][c:9]2[cH:10][c:11]([C:12](=[O:14])[NH:31][CH2:30][CH2:29][N:23]3[CH2:24][CH2:25][CH2:26][CH2:27][CH2:28]3)[cH:15][cH:16][n:17]2)[cH:18][cH:19][c:20]([Cl:22])[cH:21]1. Reactants: N(=[N+]=[N-])C(C)C1CN(CCC1)C(=O)OCC1=CC=CC=C1 (3-(1-azidoethyl)-1-(benzyloxycarbonyl)piperidine), C1=CC=C(C=C1)P(C2=CC=CC=C2)C3=CC=CC=C3 (Ph3P), Cl (HCl), O (water). The solvent is C1CCOC1 (THF). Conditions: time 2.5 hour. Product: NC(C)C1CN(CCC1)C(=O)OCC1=CC=CC=C1 (3-(1-Aminoethyl)-1-(benzyloxycarbonyl)piperidine). As a reaction SMILES: [N:1]([CH:4]([CH:6]1[CH2:11][CH2:10][CH2:9][N:8]([C:12]([O:14][CH2:15][C:16]2[CH:21]=[CH:20][CH:19]=[CH:18][CH:17]=2)=[O:13])[CH2:7]1)[CH3:5])=[N+]=[N-].C1C=CC(P(C2C=CC=CC=2)C2C=CC=CC=2)=CC=1.O.Cl>C1COCC1>[NH2:1][CH:4]([CH:6]1[CH2:11][CH2:10][CH2:9][N:8]([C:12]([O:14][CH2:15][C:16]2[CH:17]=[CH:18][CH:19]=[CH:20][CH:21]=2)=[O:13])[CH2:7]1)[CH3:5]. Reported procedure: To a solution of 3-(1-azidoethyl)-1-(benzyloxycarbonyl)piperidine (1.95 g, 6.76 mmol) in THF (30.6 mL) was added Ph3P (2.66 g, 10.14 mmol) followed by water (3.4 mL). The mixture was placed in an oil bath at 50° C. for 2.5 h. The reaction mixture was cooled and carefully poured into an Erlenmeyer flask containing 1N HCl. The layers were separated, and the aqueous layer was washed once with EtOAc and the organic layer was discarded. The aqueous layer was then neutralized with saturated aqueous Na... Starting materials: B, N#Cc1ccc(Oc2ccc(CCNCc3ccccc3)cc2)nc1, C1CCOC1, CSC, Cl, [Na+], [OH-]. As a reaction SMILES: [BH3:29].[CH2:1]([c:2]1[cH:3][cH:4][cH:5][cH:6][cH:7]1)[NH:8][CH2:9][CH2:10][c:11]1[cH:12][cH:13][c:14]([O:15][c:16]2[n:17][cH:18][c:19]([C:20]#[N:21])[cH:22][cH:23]2)[cH:24][cH:25]1.[CH2:33]1[O:34][CH2:35][CH2:36][CH2:37]1.[CH3:26][S:27][CH3:28].[ClH:30].[Na+:32].[OH-:31]>>[CH2:1]([c:2]1[cH:3][cH:4][cH:5][cH:6][cH:7]1)[NH:8][CH2:9][CH2:10][c:11]1[cH:12][cH:13][c:14]([O:15][c:16]2[n:17][cH:18][c:19]([CH2:20][NH2:21])[cH:22][cH:23]2)[cH:24][cH:25]1. Product: NCc1ccc(Oc2ccc(CCNCc3ccccc3)cc2)nc1. Starting materials: COC(=O)c1ccc(CBr)cc1, CNC, CO. Yields the product COC(=O)c1ccc(CN(C)C)cc1. As a reaction SMILES: [Br:1][CH2:2][c:3]1[cH:4][cH:5][c:6]([C:7](=[O:8])[O:9][CH3:10])[cH:11][cH:12]1.[CH3:13][NH:14][CH3:15].[CH3:16][OH:17]>>[CH2:2]([c:3]1[cH:4][cH:5][c:6]([C:7](=[O:8])[O:9][CH3:10])[cH:11][cH:12]1)[N:14]([CH3:13])[CH3:15]. The product is C1(CC1)S(=O)(=O)C1=CC=C(C=C1)C(C(=O)NC=1SC=C(N1)CC(=O)O)OC1=CC=C(C=C1)F ({2-[2-(4-Cyclopropanesulfonylphenyl)-2-(4-fluorophenoxy)acetylamino]thiazol-4-yl}acetic acid). Solvent: C(Cl)Cl (DCM), C1CCOC1 (THF). Procedure: {2-[2-(4-Cyclopropanesulfonylphenyl)-2-(4-fluorophenoxy)acetylamino]thiazol-4-yl}-acetic acid ethyl ester (obtained in example A54) was taken in THF, to it was added aqueous solution of LiOH and stirred for 1-4 h. After completion of the reaction, water and DCM was added and stirred for 5 min. The aqueous layer was acidified with 1 N HCl and extracted with ethyl acetate, washed with brine and dried over anhydrous sodium sulfate. The solvent was removed under reduced pressure to get the title com... RXN SMILES: C([O:3][C:4](=[O:35])[CH2:5][C:6]1[N:7]=[C:8]([NH:11][C:12](=[O:34])[CH:13]([C:22]2[CH:27]=[CH:26][C:25]([S:28]([CH:31]3[CH2:33][CH2:32]3)(=[O:30])=[O:29])=[CH:24][CH:23]=2)[O:14][C:15]2[CH:20]=[CH:19][C:18]([F:21])=[CH:17][CH:16]=2)[S:9][CH:10]=1)C.[Li+].[OH-].O.Cl>C1COCC1.C(Cl)Cl>[CH:31]1([S:28]([C:25]2[CH:24]=[CH:23][C:22]([CH:13]([O:14][C:15]3[CH:16]=[CH:17][C:18]([F:21])=[CH:19][CH:20]=3)[C:12]([NH:11][C:8]3[S:9][CH:10]=[C:6]([CH2:5][C:4]([OH:35])=[O:3])[N:7]=3)=[O:34])=[CH:27][CH:26]=2)(=[O:30])=[O:29])[CH2:32][CH2:33]1 |f:1.2|. Run at time 2.5 hour. Starting materials: C(C)OC(CC=1N=C(SC1)NC(C(OC1=CC=C(C=C1)F)C1=CC=C(C=C1)S(=O)(=O)C1CC1)=O)=O ({2-[2-(4-Cyclopropanesulfonylphenyl)-2-(4-fluorophenoxy)acetylamino]thiazol-4-yl}-acetic acid ethyl ester), O (water), Cl (HCl), [Li+].[OH-] (LiOH).